Dataset: the Open Reaction Database (ORD), a public repository of structured organic reaction records. Task: describe an organic reaction: reactants, conditions, products, and yield The product is CC(C)(C)S(=O)NC(C)C1=CC=C(C=C1)C1=NC=2C=CN3C(C2C=C1C1=CC=CC=C1)=NN=C3 (2-Methyl-N-{1-[4-(9-phenyl[1,2,4]triazolo[3,4-f]-1,6-naphthyridin-8-yl)phenyl]ethyl}propane-2-sulfinamide). Run at time 18 hour. Reported procedure: Methylmagnesium bromide solution (13.5 mL of 1.4 M solution in 3:1 toluene/THF, 19 mmol) was added to a stirred solution of 2-methyl-N-{(1E)-[4-(9-phenyl[1,2,4]triazolo[3,4-f]-1,6-naphthyridin-8-yl)phenyl]methylidene}propane-2-sulfinamide (7-2, 298 mg, 0.66 mmol) in methylene chloride (5 mL) at −78° C. and the solution was warmed to rt. After 18 h, the reaction was quenched with saturated ammonium chloride solution and extracted with ethyl acetate, washed with brine, dried over magnesium sulfate... RXN SMILES: [CH3:1][Mg]Br.[CH3:4][C:5]([S:8](/[N:10]=[CH:11]/[C:12]1[CH:17]=[CH:16][C:15]([C:18]2[C:27]([C:28]3[CH:33]=[CH:32][CH:31]=[CH:30][CH:29]=3)=[CH:26][C:25]3[C:24]4=[N:34][N:35]=[CH:36][N:23]4[CH:22]=[CH:21][C:20]=3[N:19]=2)=[CH:14][CH:13]=1)=[O:9])([CH3:7])[CH3:6]>C(Cl)Cl>[CH3:7][C:5]([S:8]([NH:10][CH:11]([C:12]1[CH:13]=[CH:14][C:15]([C:18]2[C:27]([C:28]3[CH:29]=[CH:30][CH:31]=[CH:32][CH:33]=3)=[CH:26][C:25]3[C:24]4=[N:34][N:35]=[CH:36][N:23]4[CH:22]=[CH:21][C:20]=3[N:19]=2)=[CH:16][CH:17]=1)[CH3:1])=[O:9])([CH3:4])[CH3:6]. Starting materials: C[Mg]Br (Methylmagnesium bromide), CC(C)(C)S(=O)/N=C/C1=CC=C(C=C1)C1=NC=2C=CN3C(C2C=C1C1=CC=CC=C1)=NN=C3 (2-Methyl-N-{(1E)-[4-(9-phenyl[1,2,4]triazolo[3,4-f]-1,6-naphthyridin-8-yl)phenyl]methylidene}propane-2-sulfinamide). The solvent is C(Cl)Cl (methylene chloride). Reactants: CC(C)(C)OC(=O)N1CCCC(C(=O)N2CCCN(c3ccc(Cl)c(-c4nc5ccccc5[nH]4)c3)CC2)C1, CC(=O)Cl, CC(C)O. Product: O=C(C1CCCNC1)N1CCCN(c2ccc(Cl)c(-c3nc4ccccc4[nH]3)c2)CC1. Reaction SMILES: [C:1]([O:2][C:3](=[O:4])[N:8]1[CH2:9][CH:10]([C:14](=[O:15])[N:16]2[CH2:17][CH2:18][N:19]([c:23]3[cH:24][c:25](-[c:30]4[n:31][c:32]5[c:33]([nH:34]4)[cH:35][cH:36][cH:37][cH:38]5)[c:26]([Cl:29])[cH:27][cH:28]3)[CH2:20][CH2:21][CH2:22]2)[CH2:11][CH2:12][CH2:13]1)([CH3:5])([CH3:6])[CH3:7].[CH3:39][C:40](=[O:41])[Cl:42].[CH:43]([OH:44])([CH3:45])[CH3:46]>>[NH:8]1[CH2:9][CH:10]([C:14](=[O:15])[N:16]2[CH2:17][CH2:18][N:19]([c:23]3[cH:24][c:25](-[c:30]4[nH:31][c:32]5[c:33]([n:34]4)[cH:35][cH:36][cH:37][cH:38]5)[c:26]([Cl:29])[cH:27][cH:28]3)[CH2:20][CH2:21][CH2:22]2)[CH2:11][CH2:12][CH2:13]1. The reactants are C(CCC)N(C1=CC(=C(C=C1)C=CC=O)OC)CCCC (3-(4-dibutylamino-2-methoxyphenyl)propenal), C(#N)C=1C(OC(C1C)(C(F)(F)F)C)=C(C#N)C#N (2-(3-cyano-4,5-dimethyl-5-trifluoromethyl-2(5H)-furanylidene)propanedinitrile). Solvent: C(C)O (ethanol). Reaction conditions: temperature 50 celsius. The product is C(CCC)N(C1=CC(=C(C=C1)C=CC=CC1=C(C(OC1(C(F)(F)F)C)=C(C#N)C#N)C#N)OC)CCCC (2-[4-[4-(4-dibutylamino-2-methoxyphenyl)-1,3-butadienyl]-3-cyano-5-methyl-5-trifluoromethyl-2(5H)-furanylidene]propanedinitrile). Yield: 92.3%. Reaction SMILES: [CH2:1]([N:5]([CH2:18][CH2:19][CH2:20][CH3:21])[C:6]1[CH:11]=[CH:10][C:9]([CH:12]=[CH:13][CH:14]=O)=[C:8]([O:16][CH3:17])[CH:7]=1)[CH2:2][CH2:3][CH3:4].[C:22]([C:24]1[C:25](=[C:35]([C:38]#[N:39])[C:36]#[N:37])[O:26][C:27]([CH3:34])([C:30]([F:33])([F:32])[F:31])[C:28]=1[CH3:29])#[N:23]>C(O)C>[CH2:1]([N:5]([CH2:18][CH2:19][CH2:20][CH3:21])[C:6]1[CH:11]=[CH:10][C:9]([CH:12]=[CH:13][CH:14]=[CH:29][C:28]2[C:27]([CH3:34])([C:30]([F:33])([F:31])[F:32])[O:26][C:25](=[C:35]([C:38]#[N:39])[C:36]#[N:37])[C:24]=2[C:22]#[N:23])=[C:8]([O:16][CH3:17])[CH:7]=1)[CH2:2][CH2:3][CH3:4]. Procedure: In 5 ml of ethanol were dissolved 145 mg (0.50 mmol) of 3-(4-dibutylamino-2-methoxyphenyl)propenal and 140 mg (0.55 mmol) of 2-(3-cyano-4,5-dimethyl-5-trifluoromethyl-2(5H)-furanylidene)propanedinitrile. After the mixture was stirred with heating at 50° C. for 2 hours, the solvent was evaporated off. The residue was purified by silica gel column chromatography to give 242 mg of a dark greenish brown crystal (yield: 92.1%; mp: 169-170° C.). The product is O=Cc1ccc(-c2nn(Cc3ccccc3)c3ccccc23)o1. Starting materials: c1ccc(Cn2nc(-c3ccc(C4OCCO4)o3)c3ccccc32)cc1, CC(C)=O, O, Cc1ccc(S(=O)(=O)O)cc1. As a reaction SMILES: [CH2:1]([c:2]1[cH:3][cH:4][cH:5][cH:6][cH:7]1)[n:8]1[n:9][c:10](-[c:17]2[o:18][c:19]([CH:22]3[O:23][CH2:26][CH2:25][O:24]3)[cH:20][cH:21]2)[c:11]2[cH:12][cH:13][cH:14][cH:15][c:16]12.[CH3:38][C:39](=[O:40])[CH3:41].[OH2:42].[c:27]1([CH3:28])[cH:29][cH:30][c:31]([S:32]([OH:33])(=[O:34])=[O:35])[cH:36][cH:37]1>>[CH2:1]([c:2]1[cH:3][cH:4][cH:5][cH:6][cH:7]1)[n:8]1[n:9][c:10](-[c:17]2[o:18][c:19]([CH:22]=[O:23])[cH:20][cH:21]2)[c:11]2[cH:12][cH:13][cH:14][cH:15][c:16]12. Reactants: O=C([O-])[O-], CCOC(C)=O, CC1CN(S(N)(=O)=O)CC(C)N1, O=C(C=Cc1ccccc1)C=Cc1ccccc1, O=C(C=Cc1ccccc1)C=Cc1ccccc1, CC(C)c1cc(C(C)C)c(-c2ccccc2P(C2CCCCC2)C2CCCCC2)c(C(C)C)c1, O=C(C=Cc1ccccc1)C=Cc1ccccc1, [Cl-], COc1cc(Cl)nc(SCc2cccc(F)c2F)n1, [Cs+], [Cs+], [NH4+], C1COCCO1, O, [Pd], [Pd]. Product: COc1cc(NS(=O)(=O)N2CC(C)NC(C)C2)nc(SCc2cccc(F)c2F)n1. As a reaction SMILES: [C:47](=[O:48])([O-:49])[O-:50].[CH3:137][CH2:138][O:139][C:140]([CH3:141])=[O:142].[CH3:1][CH:2]1[CH2:3][N:4]([S:9](=[O:10])(=[O:11])[NH2:12])[CH2:5][CH:6]([CH3:8])[NH:7]1.[CH:100](=[CH:101][C:102]([CH:103]=[CH:104][c:105]1[cH:106][cH:107][cH:108][cH:109][cH:110]1)=[O:111])[c:112]1[cH:113][cH:114][cH:115][cH:116][cH:117]1.[CH:118](=[CH:119][C:120]([CH:121]=[CH:122][c:123]1[cH:124][cH:125][cH:126][cH:127][cH:128]1)=[O:129])[c:130]1[cH:131][cH:132][cH:133][cH:134][cH:135]1.[CH:13]1([P:14]([CH:15]2[CH2:16][CH2:17][CH2:18][CH2:19][CH2:20]2)[c:21]2[cH:22][cH:23][cH:24][cH:25][c:26]2-[c:27]2[c:28]([CH:29]([CH3:30])[CH3:31])[cH:32][c:33]([CH:34]([CH3:35])[CH3:36])[cH:37][c:38]2[CH:39]([CH3:40])[CH3:41])[CH2:42][CH2:43][CH2:44][CH2:45][CH2:46]1.[CH:82](=[CH:83][C:84]([CH:85]=[CH:86][c:87]1[cH:88][cH:89][cH:90][cH:91][cH:92]1)=[O:93])[c:94]1[cH:95][cH:96][cH:97][cH:98][cH:99]1.[Cl-:72].[Cl:53][c:54]1[n:55][c:56]([S:62][CH2:63][c:64]2[c:65]([F:71])[c:66]([F:70])[cH:67][cH:68][cH:69]2)[n:57][c:58]([O:60][CH3:61])[cH:59]1.[Cs+:51].[Cs+:52].[NH4+:73].[O:74]1[CH2:75][CH2:76][O:77][CH2:78][CH2:79]1.[OH2:136].[Pd:80].[Pd:81]>>[CH3:1][CH:2]1[CH2:3][N:4]([S:9](=[O:10])(=[O:11])[NH:12][c:54]2[n:55][c:56]([S:62][CH2:63][c:64]3[c:65]([F:71])[c:66]([F:70])[cH:67][cH:68][cH:69]3)[n:57][c:58]([O:60][CH3:61])[cH:59]2)[CH2:5][CH:6]([CH3:8])[NH:7]1. Product: FC1=C(C=CC(=C1)F)C([C@H](C)O)=O ((2S)-2',4'-difluoro-2-hydroxypropiophenone). Reaction SMILES: [F:1][C:2]1[CH:7]=[C:6]([F:8])[CH:5]=[CH:4][C:3]=1[C:9](=[O:19])[C@@H:10]([O:12]C1CCCCO1)[CH3:11].C1(C)C=CC(S([O-])(=O)=O)=CC=1.[NH+]1C=CC=CC=1>C(O)C>[F:1][C:2]1[CH:7]=[C:6]([F:8])[CH:5]=[CH:4][C:3]=1[C:9](=[O:19])[C@@H:10]([OH:12])[CH3:11] |f:1.2|. Solvent: C(C)O (ethanol). Procedure details: In ethanol (3 ml) was dissolved (2S)-2',4'-difluoro-2-(3,4,5,6-tetrahydro-2H-pyran-2-yloxy)propiophenone (95 mg), to which was added pyridinium p-toluenesulfonate (21 mg), followed by stirring for one hour at 55° C. The solvent was distilled off under reduced pressure, and the residue was dissolved in ethyl acetate (20 ml), which was dried over anhydrous magnesium sulfate, followed by distilling off the solvent. The residue was purified by means of a silica gel chromatography (eluent, hexane:eth... Reactants: FC1=C(C=CC(=C1)F)C([C@H](C)OC1OCCCC1)=O ((2S)-2',4'-difluoro-2-(3,4,5,6-tetrahydro-2H-pyran-2-yloxy)propiophenone), C1(=CC=C(C=C1)S(=O)(=O)[O-])C.[NH+]1=CC=CC=C1 (pyridinium p-toluenesulfonate). Run at temperature 55 celsius, time 1 hour. Yield: 61.1%. Starting materials: ClC1=C(C(=O)NC2CC2)C=CC(=C1)I (2-Chloro-N-cyclopropyl-4-iodobenzamide), C(C#C)(=O)O (propiolic acid), O.[Cl-].COC1=NC(=NC(=N1)OC)[N+]1(CCOCC1)C (4-(4,6-dimethoxy[1.3.5]triazin-2-yl)-4-methylmorpholinium chloride hydrate), FC(C(N)C1=CC(=CC=C1)C(F)(F)F)(F)F (2,2,2-trifluoro-1-[3-trifluoromethylphenyl]ethanamine), C(C)(C)NC(C)C (diisopropylamine), Cl (hydrochloric acid). Reagents/catalysts: Cl[Pd]([P](C1=CC=CC=C1)(C2=CC=CC=C2)C3=CC=CC=C3)([P](C4=CC=CC=C4)(C5=CC=CC=C5)C6=CC=CC=C6)Cl (bis(triphenylphosphine)palladium(II) dichloride), [Cu]I (copper(I) iodide). The solvent is CN(C=O)C (N,N-dimethylformamide), C(C)(=O)OCC (ethyl acetate). Run at temperature 0 celsius, time 8 hour. Yields the product ClC1=C(C(=O)NC2CC2)C=CC(=C1)C#CC(NC(C(F)(F)F)C1=CC(=CC=C1)C(F)(F)F)=O (2-Chloro-N-cyclopropyl-4-[3-oxo-3-({2,2,2-trifluoro-1-[3-(trifluoromethyl)phenyl]ethyl}amino)prop-1-yn-1-yl]benzamide). As a reaction SMILES: [Cl:1][C:2]1[CH:13]=[C:12](I)[CH:11]=[CH:10][C:3]=1[C:4]([NH:6][CH:7]1[CH2:9][CH2:8]1)=[O:5].[C:15]([OH:19])(=O)[C:16]#[CH:17].C(NC(C)C)(C)C.O.[Cl-].COC1N=C(OC)N=C([N+]2(C)CCOCC2)N=1.[F:46][C:47]([F:61])([F:60])[CH:48]([C:50]1[CH:55]=[CH:54][CH:53]=[C:52]([C:56]([F:59])([F:58])[F:57])[CH:51]=1)[NH2:49].Cl>CN(C)C=O.C(OCC)(=O)C.Cl[Pd](Cl)([P](C1C=CC=CC=1)(C1C=CC=CC=1)C1C=CC=CC=1)[P](C1C=CC=CC=1)(C1C=CC=CC=1)C1C=CC=CC=1.[Cu]I>[Cl:1][C:2]1[CH:13]=[C:12]([C:17]#[C:16][C:15](=[O:19])[NH:49][CH:48]([C:50]2[CH:55]=[CH:54][CH:53]=[C:52]([C:56]([F:57])([F:58])[F:59])[CH:51]=2)[C:47]([F:61])([F:60])[F:46])[CH:11]=[CH:10][C:3]=1[C:4]([NH:6][CH:7]1[CH2:9][CH2:8]1)=[O:5] |f:3.4.5,^1:76,95|. Procedure details: 2-Chloro-N-cyclopropyl-4-iodobenzamide (1.0 g, 3.11 mmol) and propiolic acid (222 mg, 3.11 mmol) were dissolved in N,N-dimethylformamide (1.2 ml) and cooled to 0° C. Then bis(triphenylphosphine)palladium(II) dichloride (43 mg, 0.06 mmol) and copper(I) iodide (23 mg, 0.12 mmol) were added and the mixture was cooled to −10° C. After addition of diisopropylamine (786 mg, 7.77 mmol), the mixture was warmed slowly to room temperature and stirred overnight. The reaction mixture was diluted with ethyl ... Starting materials: COC=1C=C(C(=O)O)C=CC1[N+](=O)[O-] (3-methoxy-4-nitrobenzoic acid), CN(CCN)C (N1,N1-dimethylethane-1,2-diamine), O.ON1N=NC2=C1C=CC=C2 (1-hydroxybenzotriazole hydrate), 1-ethyl-(3-dimethyl aminopropyl)carbodiimide hydrochloride, C(C)(C)N(C(C)C)CC (N,N-diisopropyl ethylamine). Solvent: ClCCl (dichloromethane). Conditions: time 16 hour. Yields the product CN(CCNC(C1=CC(=C(C=C1)[N+](=O)[O-])OC)=O)C (N-(2-(dimethylamino)ethyl)-3-methoxy-4-nitrobenzamide). Reaction SMILES: [CH3:1][O:2][C:3]1[CH:4]=[C:5]([CH:9]=[CH:10][C:11]=1[N+:12]([O-:14])=[O:13])[C:6]([OH:8])=O.[CH3:15][N:16]([CH3:20])[CH2:17][CH2:18][NH2:19].O.ON1C2C=CC=CC=2N=N1.C(N(CC)C(C)C)(C)C>ClCCl>[CH3:15][N:16]([CH3:20])[CH2:17][CH2:18][NH:19][C:6](=[O:8])[C:5]1[CH:9]=[CH:10][C:11]([N+:12]([O-:14])=[O:13])=[C:3]([O:2][CH3:1])[CH:4]=1 |f:2.3|. Reported procedure: To a solution of 3-methoxy-4-nitrobenzoic acid (5.0 g, 25.4 mmol) and N1,N1-dimethylethane-1,2-diamine (2.7 g, 30.5 mmol) in dichloromethane (200 mL) were added 1-hydroxybenzotriazole hydrate (7.8 g, 50.8 mmol), 1-ethyl-(3-dimethyl aminopropyl)carbodiimide hydrochloride (9.7 g, 50.8 mmol) and N,N-diisopropyl ethylamine (13.1 g, 101.6 mmol) and the mixture was stirred at ambient temperature for 16 hours. The mixture was washed with water (50 mL), dried over sodium sulfate, filtered, and concentra... Starting materials: O=C(CBr)Nc1cccnn1, CC#N, CN1CCC(O)C1. Product: [Br-], C[N+]1(CC(=O)Nc2cccnn2)CCC(O)C1. Reaction SMILES: [Br:1][CH2:2][C:3](=[O:4])[NH:5][c:6]1[n:7][n:8][cH:9][cH:10][cH:11]1.[CH3:19][C:20]#[N:21].[OH:12][CH:13]1[CH2:14][N:15]([CH3:18])[CH2:16][CH2:17]1>>[Br-:1].[CH2:2]([C:3](=[O:4])[NH:5][c:6]1[n:7][n:8][cH:9][cH:10][cH:11]1)[N+:15]1([CH3:18])[CH2:14][CH:13]([OH:12])[CH2:17][CH2:16]1. Starting materials: CC1(CCN(CC1)C1=CC=C(C(=O)OCC)C=C1)C (ethyl 4-(4,4-dimethylpiperidin-1-yl)benzoate), O[Li].O (LiOH.H2O), CO (methanol). The solvent is C1CCOC1 (THF), O (water). Yields the product CC1(CCN(CC1)C1=CC=C(C(=O)O)C=C1)C (4-(4,4-dimethylpiperidin-1-yl)benzoic acid). Reaction SMILES: [CH3:1][C:2]1([CH3:19])[CH2:7][CH2:6][N:5]([C:8]2[CH:18]=[CH:17][C:11]([C:12]([O:14]CC)=[O:13])=[CH:10][CH:9]=2)[CH2:4][CH2:3]1.O[Li].O.CO>C1COCC1.O>[CH3:1][C:2]1([CH3:19])[CH2:7][CH2:6][N:5]([C:8]2[CH:18]=[CH:17][C:11]([C:12]([OH:14])=[O:13])=[CH:10][CH:9]=2)[CH2:4][CH2:3]1 |f:1.2|. Procedure details: A solution of Example 119B (260 mg, 1.0 mmol) and LiOH.H2O (158 mg, 4.0 mmol) in THF (19 mL), water (5 mL), and methanol (5 mL) was heated to 75° C. for 18 hours, cooled to room temperature, concentrated, and adjusted to pH 3-4 with 1N HCl. The precipitate was collected by filtration, washed with water, and dried under vacuum to provide the desired product. MS(DCI(+)) m/e 234 (M+H)+.